Dataset: the Open Reaction Database (ORD), a public repository of structured organic reaction records. Task: describe an organic reaction: reactants, conditions, products, and yield Reactants: COc1cc(N(C)C)ccc1Nc1nc(Cl)ncc1Cl, COc1cc2c(cc1N)CCN(CC(=O)N1CCN(C)CC1)CC2. Yields the product COc1cc2c(cc1Nc1ncc(Cl)c(Nc3ccc(N(C)C)cc3OC)n1)CCN(CC(=O)N1CCN(C)CC1)CC2. RXN SMILES: [Cl:1][c:2]1[n:3][cH:4][c:5]([Cl:20])[c:6]([NH:8][c:9]2[c:10]([O:18][CH3:19])[cH:11][c:12]([N:15]([CH3:16])[CH3:17])[cH:13][cH:14]2)[n:7]1.[NH2:21][c:22]1[cH:23][c:24]2[c:25]([cH:41][c:42]1[O:43][CH3:44])[CH2:26][CH2:27][N:28]([CH2:31][C:32](=[O:33])[N:34]1[CH2:35][CH2:36][N:37]([CH3:40])[CH2:38][CH2:39]1)[CH2:29][CH2:30]2>>[c:2]1([NH:21][c:22]2[cH:23][c:24]3[c:25]([cH:41][c:42]2[O:43][CH3:44])[CH2:26][CH2:27][N:28]([CH2:31][C:32](=[O:33])[N:34]2[CH2:35][CH2:36][N:37]([CH3:40])[CH2:38][CH2:39]2)[CH2:29][CH2:30]3)[n:3][cH:4][c:5]([Cl:20])[c:6]([NH:8][c:9]2[c:10]([O:18][CH3:19])[cH:11][c:12]([N:15]([CH3:16])[CH3:17])[cH:13][cH:14]2)[n:7]1. The reactants are C1CCCCC1 (cyclohexane), ClCCl (dichloromethane), white solid, CN1C(C2=CC=CC=C2C(=C1C1=CC=CC=C1)/C=C/C(=O)OC)=O (methyl (E)-3-(2-methyl-1-oxo-3-phenyl-1,2-dihydroisoquinol-4-yl)prop-2-enoate). Reagents/catalysts: [Pd] (palladium-on-charcoal). The solvent is C(C)(=O)O (acetic acid). Reaction conditions: time 1 hour. Yields the product CN1C(C2=CC=CC=C2C(=C1C1=CC=CC=C1)CCC(=O)OC)=O (Methyl 2-methyl-1-oxo-3-phenyl-1,2-dihydroisoquinoline-4-propanoate). Reaction SMILES: [CH3:1][N:2]1[C:11]([C:12]2[CH:17]=[CH:16][CH:15]=[CH:14][CH:13]=2)=[C:10](/[CH:18]=[CH:19]/[C:20]([O:22][CH3:23])=[O:21])[C:9]2[C:4](=[CH:5][CH:6]=[CH:7][CH:8]=2)[C:3]1=[O:24].C1CCCCC1.ClCCl>C(O)(=O)C.[Pd]>[CH3:1][N:2]1[C:11]([C:12]2[CH:13]=[CH:14][CH:15]=[CH:16][CH:17]=2)=[C:10]([CH2:18][CH2:19][C:20]([O:22][CH3:23])=[O:21])[C:9]2[C:4](=[CH:5][CH:6]=[CH:7][CH:8]=2)[C:3]1=[O:24]. Procedure details: 0.25 g of 5% palladium-on-charcoal is added to a solution of 3.8 g (11.9 mmol) of methyl (E)-3-(2-methyl-1-oxo-3-phenyl-1,2-dihydroisoquinol-4-yl)prop-2-enoate in 100 ml of acetic acid and the suspension is subjected to hydrogenation in a Parr apparatus under pressure of approximately 0.3 MPa for 1 h at room temperature and then for 3 h at approximately 50° C. The catalyst is removed by filtering, the filtrate is concentrated under reduced pressure, ice-cold water, 200 ml of dichloromethane and ... The reactants are [BH4-].[Na+] (sodium borohydride), ClC1=CC(=C(C(=O)C2C(C2)C#N)C=C1)F (2-(4-Chloro-2-fluorobenzoyl)cyclopropanecarbonitrile), [Cl-].[NH4+] (ammonium chloride), C(C)OCC (diethyl ether). The solvent is C(C)O (ethanol), C(C)(=O)OCC (ethyl acetate). Reaction conditions: temperature 40 celsius, time 45 minute. The product is ClC1=CC(=C(C=C1)C(C1C(C1)C#N)O)F (2-[(4-Chloro-2-fluorophenyl)(hydroxy)methyl]cyclopropanecarbonitrile). Reaction SMILES: [BH4-].[Na+].[Cl:3][C:4]1[CH:16]=[CH:15][C:7]([C:8]([CH:10]2[CH2:12][CH:11]2[C:13]#[N:14])=[O:9])=[C:6]([F:17])[CH:5]=1.[Cl-].[NH4+].C(OCC)C>C(O)C.C(OCC)(=O)C>[Cl:3][C:4]1[CH:16]=[CH:15][C:7]([CH:8]([OH:9])[CH:10]2[CH2:12][CH:11]2[C:13]#[N:14])=[C:6]([F:17])[CH:5]=1 |f:0.1,3.4|. Reported procedure: 1.01 g (26.6 mmol) of sodium borohydride were added to 5.40 g (24.1 mmol) of the compound from Example 130A in 99 ml of ethanol and 25 ml of ethyl acetate under argon, and the mixture was stirred at 40° C. for 45 minutes. The reaction mixture was added to saturated aqueous ammonium chloride solution and diethyl ether, the phases were separated, the aqueous phase was extracted twice with diethyl ether, and the combined organic phases were washed with saturated aqueous sodium chloride solution, dr...